Dataset: the Open Reaction Database (ORD), a public repository of structured organic reaction records. Task: describe an organic reaction: reactants, conditions, products, and yield The reactants are CC1(OB(OC1(C)C)C1=CC=2C(C3=CC=CC=C3C2C=C1)(CCCCCCCC)CCCCCCCC)C (2-(4,4,5,5-tetramethyl-1,3,2-dioxaborolan-2-yl)-9,9-dioctylfluorene), BrC=1C=C(C=C(C1)Br)C=1OC(=NN1)C1=CC=C(C=C1)OCCCCCCCC (2-(3,5-dibromophenyl)-5-[4-(octyloxy)phenyl]-1,3,4-oxadiazole), 336, C(=O)([O-])[O-].[Na+].[Na+] (Na2CO3), tetrakistriphenylphosphine palladium (0). Solvent: C1(=CC=CC=C1)C (toluene). Reaction conditions: temperature 80 celsius. Product: C(CCCCCCC)C1(C2=CC=CC=C2C=2C=CC(=CC12)C=1C=C(C=C(C1)C1=CC=2C(C3=CC=CC=C3C2C=C1)(CCCCCCCC)CCCCCCCC)C=1OC(=NN1)C1=CC=C(C=C1)OCCCCCCCC)CCCCCCCC (2-[3,5-Bis-(9,9-dioctyl-9H-fluoren-2-yl)-phenyl]-5-(4-octyloxy-phenyl)-[1,3,4]oxadiazole). Isolated yield 74.7%. As a reaction SMILES: CC1(C)C(C)(C)OB([C:9]2[CH:21]=[CH:20][C:19]3[C:18]4[C:13](=[CH:14][CH:15]=[CH:16][CH:17]=4)[C:12]([CH2:30][CH2:31][CH2:32][CH2:33][CH2:34][CH2:35][CH2:36][CH3:37])([CH2:22][CH2:23][CH2:24][CH2:25][CH2:26][CH2:27][CH2:28][CH3:29])[C:11]=3[CH:10]=2)O1.Br[C:40]1[CH:41]=[C:42]([C:47]2[O:48][C:49]([C:52]3[CH:57]=[CH:56][C:55]([O:58][CH2:59][CH2:60][CH2:61][CH2:62][CH2:63][CH2:64][CH2:65][CH3:66])=[CH:54][CH:53]=3)=[N:50][N:51]=2)[CH:43]=[C:44](Br)[CH:45]=1.C([O-])([O-])=O.[Na+].[Na+]>C1(C)C=CC=CC=1>[CH2:22]([C:12]1([CH2:30][CH2:31][CH2:32][CH2:33][CH2:34][CH2:35][CH2:36][CH3:37])[C:13]2[CH:14]=[C:15]([C:40]3[CH:41]=[C:42]([C:47]4[O:48][C:49]([C:52]5[CH:57]=[CH:56][C:55]([O:58][CH2:59][CH2:60][CH2:61][CH2:62][CH2:63][CH2:64][CH2:65][CH3:66])=[CH:54][CH:53]=5)=[N:50][N:51]=4)[CH:43]=[C:44]([C:9]4[CH:21]=[CH:20][C:19]5[C:18]6[C:13](=[CH:14][CH:15]=[CH:16][CH:17]=6)[C:12]([CH2:30][CH2:31][CH2:32][CH2:33][CH2:34][CH2:35][CH2:36][CH3:37])([CH2:22][CH2:23][CH2:24][CH2:25][CH2:26][CH2:27][CH2:28][CH3:29])[C:11]=5[CH:10]=4)[CH:45]=3)[CH:16]=[CH:17][C:18]=2[C:19]2[C:11]1=[CH:10][CH:9]=[CH:21][CH:20]=2)[CH2:23][CH2:24][CH2:25][CH2:26][CH2:27][CH2:28][CH3:29] |f:2.3.4|. Reported procedure: Into a flask was introduced 2.8 mL of toluene, 2-(4,4,5,5-tetramethyl-1,3,2-dioxaborolan-2-yl)-9,9-dioctylfluorene (0.80 g, 1.5 mmol), 2-(3,5-dibromophenyl)-5-[4-(octyloxy)phenyl]-1,3,4-oxadiazole from Example 7 (0.375 g, 0.7 mmole), Aliqua™ 336 (0.15 g, 0.4 mmol) and 1.4 mL of aqueous 2M Na2CO3. This was N2 purged for 1 h. The flask was heated to about 80° C. and tetrakistriphenylphosphine palladium (0) (12 mg, 0.01 mmol) then added under a nitrogen purge. The content of the flask was refluxed ... Reactants: C(CCC)[Li] (n-Butyl lithium), C#CCCCCCCCCCCC (1-tridecyne), O1CCCC1 (tetrahydrofuran), C(C)[Si](C=1OC=C(C1)C(C=O)C)(CC)CC ((2-triethylsilyl-4-furyl)-1-propanal), O1CCCC1 (tetrahydrofuran), solution, O1CCCC1 (tetrahydrofuran). Run at time 1 hour. Procedure: n-Butyl lithium (a 2.5M solution in tetrahydrofuran; 0.58 ml, 1.44 mmol) was added dropwise to a solution of 1-tridecyne (259 mg, 1.44 mmol) in tetrahydrofuran (6 ml) at 0°. After 1 hour, a solution of (2-triethylsilyl-4-furyl)-1-propanal (312 mg, 1.31 mmol) in tetrahydrofuran (1 ml) was added. Stirring was continued for 14 hours, while the cooling bath attained room temperature. The mixture was quenched with water and was extracted with ethyl ether. Evaporation of the dried (magnesium sulfate) ... As a reaction SMILES: C([Li])CCC.[CH:6]#[C:7][CH2:8][CH2:9][CH2:10][CH2:11][CH2:12][CH2:13][CH2:14][CH2:15]CCC.[CH2:19]([Si:21]([CH2:33][CH3:34])([CH2:31][CH3:32])[C:22]1[O:23][CH:24]=[C:25]([CH:27]([CH3:30])C=O)[CH:26]=1)[CH3:20].[O:35]1[CH2:39][CH2:38][CH2:37][CH2:36]1>>[OH:35][CH:36]([C:37]#[C:38][CH2:39][CH2:6][CH2:7][CH2:8][CH2:9][CH2:10][CH2:11][CH2:12][CH2:13][CH2:14][CH3:15])[CH2:30][CH2:27][C:25]1[CH:26]=[C:22]([Si:21]([CH2:19][CH3:20])([CH2:31][CH3:32])[CH2:33][CH3:34])[O:23][CH:24]=1. Product: OC(CCC=1C=C(OC1)[Si](CC)(CC)CC)C#CCCCCCCCCCCC (4-(3-Hydroxy-4-hexadecynyl)-2-triethylsilylfuran). The product is CCCOc1ccc(N)cc1-c1ncc(-c2nnn[nH]2)c(=O)[nH]1. The reactants are COCCO, [H][H], CCCOc1ccc([N+](=O)[O-])cc1-c1ncc(-c2nnn[nH]2)c(=O)[nH]1. Reaction SMILES: [CH3:28][O:29][CH2:30][CH2:31][OH:32].[H:26][H:27].[N+:1]([O-:2])(=[O:3])[c:4]1[cH:5][cH:6][c:7]([O:22][CH2:23][CH2:24][CH3:25])[c:8](-[c:10]2[n:11][cH:12][c:13](-[c:17]3[n:18][n:19][n:20][nH:21]3)[c:14](=[O:16])[nH:15]2)[cH:9]1>>[NH2:1][c:4]1[cH:5][cH:6][c:7]([O:22][CH2:23][CH2:24][CH3:25])[c:8](-[c:10]2[n:11][cH:12][c:13](-[c:17]3[n:18][n:19][n:20][nH:21]3)[c:14](=[O:16])[nH:15]2)[cH:9]1. The reactants are OC1=CC=C2CCC(NC2=C1)=O (7-hydroxy-3,4-dihydroquinolin-2(1H)-one), C(=O)([O-])[O-].[Cs+].[Cs+] (Cs2CO3), BrC1=CC=C(CN2CCN(CC2)C2=C(C(=CC=C2)Cl)Cl)C=C1 (1-(4-bromobenzyl)-4-(2,3-dichlorophenyl)piperazine), CC(C)(C)C(=O)CC(=O)C(C)(C)C (TMHD). Reagents/catalysts: Cl[Cu] (CuCl). Solvent: CN1CCCC1=O (NMP). Run at temperature 120 celsius. Product: ClC1=C(C=CC=C1Cl)N1CCN(CC1)CC1=CC=C(OC2=CC=C3CCC(NC3=C2)=O)C=C1 (7-(4-((4-(2,3-dichlorophenyl)piperazin-1-yl)methyl)phenoxy)-3,4-dihydro quinolin-2(1H)-one). Isolated yield 35.5%. RXN SMILES: [OH:1][C:2]1[CH:11]=[C:10]2[C:5]([CH2:6][CH2:7][C:8](=[O:12])[NH:9]2)=[CH:4][CH:3]=1.C([O-])([O-])=O.[Cs+].[Cs+].Br[C:20]1[CH:40]=[CH:39][C:23]([CH2:24][N:25]2[CH2:30][CH2:29][N:28]([C:31]3[CH:36]=[CH:35][CH:34]=[C:33]([Cl:37])[C:32]=3[Cl:38])[CH2:27][CH2:26]2)=[CH:22][CH:21]=1.CC(C(CC(C(C)(C)C)=O)=O)(C)C>CN1C(=O)CCC1.Cl[Cu]>[Cl:38][C:32]1[C:33]([Cl:37])=[CH:34][CH:35]=[CH:36][C:31]=1[N:28]1[CH2:27][CH2:26][N:25]([CH2:24][C:23]2[CH:39]=[CH:40][C:20]([O:1][C:2]3[CH:11]=[C:10]4[C:5]([CH2:6][CH2:7][C:8](=[O:12])[NH:9]4)=[CH:4][CH:3]=3)=[CH:21][CH:22]=2)[CH2:30][CH2:29]1 |f:1.2.3|. Procedure: To a solution of 7-hydroxy-3,4-dihydroquinolin-2(1H)-one (228 mg, 1.4 mmol) in NMP was added Cs2CO3 (456 mg, 1.4 mmol). The slurry was degassed by evacuating and filling the reaction flask with N2 three times. Intermediate 54 (280 mg, 0.7 mmol) and TMHD (13 mg, 0.07 mmol) were added followed by the addition of CuCl (70 mg, 0.7 mmol). The reaction mixture was degassed by evacuating and filling the reaction flask with N2 three times, and then warmed to 120° C. under N2 for 7.5 h. The reaction mixt...